This data is from the Open Reaction Database (ORD), a public repository of structured organic reaction records. The task is: describe an organic reaction: reactants, conditions, products, and yield The reactants are COCCOC, Clc1cncc(Nc2ccc3cc[nH]c3c2)n1, [Na+], [Na+], O=C([O-])[O-], O, c1ccc(P(c2ccccc2)(c2ccccc2)[Pd](P(c2ccccc2)(c2ccccc2)c2ccccc2)(P(c2ccccc2)(c2ccccc2)c2ccccc2)P(c2ccccc2)(c2ccccc2)c2ccccc2)cc1, OB(O)c1ccncc1. The product is c1cc(-c2cncc(Nc3ccc4cc[nH]c4c3)n2)ccn1. As a reaction SMILES: [CH3:33][O:34][CH2:35][CH2:36][O:37][CH3:38].[Cl:1][c:2]1[cH:3][n:4][cH:5][c:6]([NH:8][c:9]2[cH:10][cH:11][c:12]3[cH:13][cH:14][nH:15][c:16]3[cH:17]2)[n:7]1.[Na+:27].[Na+:28].[O-:29][C:30](=[O:31])[O-:32].[OH2:39].[cH:40]1[cH:41][cH:42][c:43]([P:44]([Pd:45]([P:46]([c:47]2[cH:48][cH:49][cH:50][cH:51][cH:52]2)([c:53]2[cH:54][cH:55][cH:56][cH:57][cH:58]2)[c:59]2[cH:60][cH:61][cH:62][cH:63][cH:64]2)([P:65]([c:66]2[cH:67][cH:68][cH:69][cH:70][cH:71]2)([c:72]2[cH:73][cH:74][cH:75][cH:76][cH:77]2)[c:78]2[cH:79][cH:80][cH:81][cH:82][cH:83]2)[P:84]([c:85]2[cH:86][cH:87][cH:88][cH:89][cH:90]2)([c:91]2[cH:92][cH:93][cH:94][cH:95][cH:96]2)[c:97]2[cH:98][cH:99][cH:100][cH:101][cH:102]2)([c:103]2[cH:104][cH:105][cH:106][cH:107][cH:108]2)[c:109]2[cH:110][cH:111][cH:112][cH:113][cH:114]2)[cH:115][cH:116]1.[n:18]1[cH:19][cH:20][c:21]([B:24]([OH:25])[OH:26])[cH:22][cH:23]1>>[c:2]1(-[c:21]2[cH:20][cH:19][n:18][cH:23][cH:22]2)[cH:3][n:4][cH:5][c:6]([NH:8][c:9]2[cH:10][cH:11][c:12]3[cH:13][cH:14][nH:15][c:16]3[cH:17]2)[n:7]1.